From a dataset of the Open Reaction Database (ORD), a public repository of structured organic reaction records. describe an organic reaction: reactants, conditions, products, and yield The reactants are BrCC=1C=C2C=CC(N(C2=CC1)C)=O (6-bromomethyl-1-methyl-1,2-dihydroquinolin-2-one), FC=1C=C(C=C(C1)C1CCOCC1)O (4-(5-fluoro-3-hydroxyphenyl)-3,4,5,6-tetrahydro-2H-pyran). Product: FC=1C=C(C=C(C1)C1CCOCC1)OCC=1C=C2C=CC(N(C2=CC1)C)=O (4-[5-fluoro-3-(1-methyl-2-oxo-1,2-dihydroquinolin-6-ylmethoxy)phenyl]-3,4,5,6-tetrahydro-2H-pyran). The yield is 46.0%. As a reaction SMILES: Br[CH2:2][C:3]1[CH:4]=[C:5]2[C:10](=[CH:11][CH:12]=1)[N:9]([CH3:13])[C:8](=[O:14])[CH:7]=[CH:6]2.[F:15][C:16]1[CH:17]=[C:18]([OH:28])[CH:19]=[C:20]([CH:22]2[CH2:27][CH2:26][O:25][CH2:24][CH2:23]2)[CH:21]=1>>[F:15][C:16]1[CH:17]=[C:18]([O:28][CH2:2][C:3]2[CH:4]=[C:5]3[C:10](=[CH:11][CH:12]=2)[N:9]([CH3:13])[C:8](=[O:14])[CH:7]=[CH:6]3)[CH:19]=[C:20]([CH:22]2[CH2:27][CH2:26][O:25][CH2:24][CH2:23]2)[CH:21]=1. Reported procedure: Using a similar procedure to that described in Example 14, 6-bromomethyl-1-methyl-1,2-dihydroquinolin-2-one was reacted with 4-(5-fluoro-3-hydroxyphenyl)-3,4,5,6-tetrahydro-2H-pyran to give 4-[5-fluoro-3-(1-methyl-2-oxo-1,2-dihydroquinolin-6-ylmethoxy)phenyl]-3,4,5,6-tetrahydro-2H-pyran in 46% yield, m.p. 126°-127° C. The product is CS(=O)(=NC(=O)c1cncc(C#Cc2ccc(Cl)nc2)c1)c1ccccc1. Reaction SMILES: [CH3:1][S:2](=[N:3][C:4]([c:5]1[cH:6][n:7][cH:8][c:9]([C:11]#[C:12][Si:13]([CH3:14])([CH3:15])[CH3:16])[cH:10]1)=[O:17])([c:18]1[cH:19][cH:20][cH:21][cH:22][cH:23]1)=[O:24].[Cl:25][c:26]1[n:27][cH:28][c:29]([I:32])[cH:30][cH:31]1>>[CH3:1][S:2](=[N:3][C:4]([c:5]1[cH:6][n:7][cH:8][c:9]([C:11]#[C:12][c:29]2[cH:28][n:27][c:26]([Cl:25])[cH:31][cH:30]2)[cH:10]1)=[O:17])([c:18]1[cH:19][cH:20][cH:21][cH:22][cH:23]1)=[O:24]. The reactants are C[Si](C)(C)C#Cc1cncc(C(=O)N=S(C)(=O)c2ccccc2)c1, Clc1ccc(I)cn1. Procedure: The title compound was prepared from 4-(1,1-dimethyl-propyl)-benzenesulfonyl-piperidin-4-one and norphenylephrine according to the reductive amination procedure of Intermediate 21 as an off-white solid; 1H NMR (DMSO) δ 0.60 (t, J=7.32 Hz, 3H), 1.28 (s, 6H), 1.60-1.68 (m, 2H), 1.77-1.91 (m, 2H), 2.27-2.45 (m, 4H), 2.51-2.56 (m, 2H), 2.56-2.59 (m, 2H), 3.42-3.47 (m, 2H), 4.42-4.44 (m, 2H), 5.18 (bs, 1H), 6.57-6.60 (m, 1H), 6.67-6.71 (m, 2H), 7.05 (t, J=7.74 Hz, 1H), 7.58 (d, J=8.61 Hz, 2H), 7.65 (... Starting materials: CC(CC)(C)C1=CC=C(C=C1)S(=O)(=O)N1CCC(CC1)=O (4-(1,1-dimethyl-propyl)-benzenesulfonyl-piperidin-4-one), C1=CC(=CC(=C1)O)C(CN)O (norphenylephrine), Intermediate 21. Yields the product CC(CC)(C)C1=CC=C(C=C1)S(=O)(=O)N1CCC(CC1)NCC(O)C=1C=C(C=CC1)O (3-(2-{1-[4-(1,1-Dimethyl-propyl)-benzenesulfonyl]-piperidin-4-ylamino}-1-hydroxy-ethyl)-phenol). As a reaction SMILES: [CH3:1][C:2]([C:6]1[CH:11]=[CH:10][C:9]([S:12]([N:15]2[CH2:20][CH2:19][C:18](=O)[CH2:17][CH2:16]2)(=[O:14])=[O:13])=[CH:8][CH:7]=1)([CH3:5])[CH2:3][CH3:4].[CH:22]1[CH:27]=[C:26]([OH:28])[CH:25]=[C:24]([CH:29]([OH:32])[CH2:30][NH2:31])[CH:23]=1>>[CH3:1][C:2]([C:6]1[CH:7]=[CH:8][C:9]([S:12]([N:15]2[CH2:16][CH2:17][CH:18]([NH:31][CH2:30][CH:29]([C:24]3[CH:25]=[C:26]([OH:28])[CH:27]=[CH:22][CH:23]=3)[OH:32])[CH2:19][CH2:20]2)(=[O:13])=[O:14])=[CH:10][CH:11]=1)([CH3:5])[CH2:3][CH3:4]. Reactants: Nc1c(Cl)cc(Br)cc1Cl, O=C(Cl)CC1CCCC1, C1CCOC1. Product: O=C(CC1CCCC1)Nc1c(Cl)cc(Br)cc1Cl. RXN SMILES: [Br:1][c:2]1[cH:3][c:4]([Cl:10])[c:5]([NH2:6])[c:7]([Cl:9])[cH:8]1.[CH:11]1([CH2:16][C:17](=[O:18])[Cl:19])[CH2:12][CH2:13][CH2:14][CH2:15]1.[O:20]1[CH2:21][CH2:22][CH2:23][CH2:24]1>>[Br:1][c:2]1[cH:3][c:4]([Cl:10])[c:5]([NH:6][C:17]([CH2:16][CH:11]2[CH2:12][CH2:13][CH2:14][CH2:15]2)=[O:18])[c:7]([Cl:9])[cH:8]1. Starting materials: ClC1=CC=CC(=C1C#N)NC(=O)OCC (6-Chloro-2-(ethoxycarbonylamino)benzonitrile), BrCC(=O)C1=CC=CC=C1 (2-bromoacetophenone), C(C)(C)OC(C)C (isopropyl ether). The product is NC1=C(N(C2=CC=CC(=C12)Cl)C(=O)OCC)C(C1=CC=CC=C1)=O (3-Amino-2-benzoyl-4-chloro-1-(ethoxycarbonyl)indole). RXN SMILES: [Cl:1][C:2]1[C:7]([C:8]#[N:9])=[C:6]([NH:10][C:11]([O:13][CH2:14][CH3:15])=[O:12])[CH:5]=[CH:4][CH:3]=1.Br[CH2:17][C:18]([C:20]1[CH:25]=[CH:24][CH:23]=[CH:22][CH:21]=1)=[O:19].C(OC(C)C)(C)C>>[NH2:9][C:8]1[C:7]2[C:6](=[CH:5][CH:4]=[CH:3][C:2]=2[Cl:1])[N:10]([C:11]([O:13][CH2:14][CH3:15])=[O:12])[C:17]=1[C:18](=[O:19])[C:20]1[CH:25]=[CH:24][CH:23]=[CH:22][CH:21]=1. Procedure details: The title compound was prepared according to the procedure described in step 2 of Example 1 from 6-chloro-2-(ethoxycarbonylamino)benzonitrile (step 1) and 2-bromoacetophenone. m.p.: 118-119° C. (isopropyl ether) Reactants: N1(CCNCCC1)C=1C=CC=2N(N1)C(=NN2)C(F)(F)F (6-(1,4-diazepan-1-yl)-3-(trifluoromethyl)-[1,2,4]triazolo[4,3-b]pyridazine), COC1=CC=C(C=O)C=C1 (4-methoxybenzaldehyde). Product: COC1=CC=C(C=C1)CN1CCN(CCC1)C=1C=CC=2N(N1)C(=NN2)C(F)(F)F (6-[4-[(4-methoxyphenyl)methyl]-1,4-diazepan-1-yl]-3-(trifluoromethyl)-[1,2,4]triazolo[4,3-b]pyridazine). As a reaction SMILES: [N:1]1([C:8]2[CH:9]=[CH:10][C:11]3[N:12]([C:14]([C:17]([F:20])([F:19])[F:18])=[N:15][N:16]=3)[N:13]=2)[CH2:7][CH2:6][CH2:5][NH:4][CH2:3][CH2:2]1.[CH3:21][O:22][C:23]1[CH:30]=[CH:29][C:26]([CH:27]=O)=[CH:25][CH:24]=1>>[CH3:21][O:22][C:23]1[CH:30]=[CH:29][C:26]([CH2:27][N:4]2[CH2:5][CH2:6][CH2:7][N:1]([C:8]3[CH:9]=[CH:10][C:11]4[N:12]([C:14]([C:17]([F:18])([F:19])[F:20])=[N:15][N:16]=4)[N:13]=3)[CH2:2][CH2:3]2)=[CH:25][CH:24]=1. Reported procedure: Reductive amination of 6-(1,4-diazepan-1-yl)-3-(trifluoromethyl)-[1,2,4]triazolo[4,3-b]pyridazine with 4-methoxybenzaldehyde was carried out according to General Synthetic Method 8. The crude product was purified by hplc using a Waters XBridge Prep C18 OBD column (5μ silica, 19 mm diameter, 100 mm length) eluted with decreasingly polar mixtures of water (containing 0.05% aqueous ammonia) and acetonitrile as eluents to give 6-[4-[(4-methoxyphenyl)methyl]-1,4-diazepan-1-yl]-3-(trifluoromethyl)-[1,... Starting materials: O1CC(C1)N1CC=2N(CC1)N=C(C2)N (5-(oxetan-3-yl)-4,5,6,7-tetrahydropyrazolo[1,5-a]pyrazin-2-amine), BrC=1C(N(N=C(C1)Cl)C)=O (4-bromo-6-chloro-2-methylpyridazin-3(2H)-one), C([O-])([O-])=O.[Cs+].[Cs+] (cesium carbonate), C1(=CC=CC=C1)P(C1=CC=CC=2C(C3=CC=CC(=C3OC12)P(C1=CC=CC=C1)C1=CC=CC=C1)(C)C)C1=CC=CC=C1 (4,5-bis(diphenylphosphino)-9,9-dimethylxanthene). Reagents/catalysts: C=1C=CC(=CC1)/C=C/C(=O)/C=C/C2=CC=CC=C2.C=1C=CC(=CC1)/C=C/C(=O)/C=C/C2=CC=CC=C2.[Pd] (Bis(dibenzylideneacetone)palladium). Run in ClCCl (dichloromethane), O (water), O1CCOCC1 (dioxane). Conditions: temperature 90 celsius. Yields the product ClC=1C=C(C(N(N1)C)=O)NC1=NN2C(CN(CC2)C2COC2)=C1 (6-chloro-2-methyl-4-(5-oxetan-3-yl-4,5,6,7-tetrahydro-pyrazolo[1,5-a]-pyrazin-2-ylamino)-2H-pyridazin-3-one). Yield: 69.5%. RXN SMILES: [O:1]1[CH2:4][CH:3]([N:5]2[CH2:10][CH2:9][N:8]3[N:11]=[C:12]([NH2:14])[CH:13]=[C:7]3[CH2:6]2)[CH2:2]1.Br[C:16]1[C:17](=[O:24])[N:18]([CH3:23])[N:19]=[C:20]([Cl:22])[CH:21]=1.C(=O)([O-])[O-].[Cs+].[Cs+].C1(P(C2C=CC=CC=2)C2C3OC4C(=CC=CC=4P(C4C=CC=CC=4)C4C=CC=CC=4)C(C)(C)C=3C=CC=2)C=CC=CC=1>ClCCl.O.C1C=CC(/C=C/C(/C=C/C2C=CC=CC=2)=O)=CC=1.C1C=CC(/C=C/C(/C=C/C2C=CC=CC=2)=O)=CC=1.[Pd].O1CCOCC1>[Cl:22][C:20]1[CH:21]=[C:16]([NH:14][C:12]2[CH:13]=[C:7]3[CH2:6][N:5]([CH:3]4[CH2:4][O:1][CH2:2]4)[CH2:10][CH2:9][N:8]3[N:11]=2)[C:17](=[O:24])[N:18]([CH3:23])[N:19]=1 |f:2.3.4,8.9.10|. Procedure details: In a 250 mL round-bottomed flask, 5-(oxetan-3-yl)-4,5,6,7-tetrahydropyrazolo[1,5-a]pyrazin-2-amine (555 mg, 2.86 mmol, Eq: 1.00), 4-bromo-6-chloro-2-methylpyridazin-3(2H)-one (638 mg, 2.86 mmol, Eq: 1.00) cesium carbonate (3.26 g, 10.0 mmol, Eq: 3.50) and 4,5-bis(diphenylphosphino)-9,9-dimethylxanthene (248 mg, 429 μmol, Eq: 0.15) were combined with dioxane (40 ml) and the reaction mixture was vacuum flushed 3× with argon. Bis(dibenzylideneacetone)palladium (123 mg, 214 μmol, Eq: 0.075) was adde... The reactants are C1CCOC1, CC(=O)O, CC#CCCC(C=CC1CCC(=O)C1CC=CCCCC(=O)O)OC1CCCCO1, O. Yields the product CC#CCCC(O)C=CC1CCC(=O)C1CC=CCCCC(=O)O. RXN SMILES: [CH2:36]1[O:37][CH2:38][CH2:39][CH2:40]1.[CH3:31][C:32](=[O:33])[OH:34].[O:1]=[C:2]1[CH:3]([CH2:4][CH:5]=[CH:6][CH2:7][CH2:8][CH2:9][C:10](=[O:11])[OH:12])[CH:13]([CH:16]=[CH:17][CH:18]([CH2:19][CH2:20][C:21]#[C:22][CH3:23])[O:24][CH:25]2[CH2:26][CH2:27][CH2:28][CH2:29][O:30]2)[CH2:14][CH2:15]1.[OH2:35]>>[O:1]=[C:2]1[CH:3]([CH2:4][CH:5]=[CH:6][CH2:7][CH2:8][CH2:9][C:10](=[O:11])[OH:12])[CH:13]([CH:16]=[CH:17][CH:18]([CH2:19][CH2:20][C:21]#[C:22][CH3:23])[OH:24])[CH2:14][CH2:15]1. Reactants: N(=[N+]=[N-])CCCN1C(=C(C=C1)C1=CC=C(C=C1)F)C1=CC=NC=C1 (1-(3-azidopropyl)-3-(4-fluoropenyl)-2-(pyridin-4-yl)-1H-pyrrole). The reagents and catalysts are [Pd] (palladium on carbon). Solvent: C(C)O (ethanol). Conditions: time 1 hour. Product: NCCCN1C(=C(C=C1)C1=CC=C(C=C1)F)C1=CC=NC=C1 (1-(3-Aminopropyl)-3-(4-fluorophenyl)-2-(pyridin-4-yl)-1H-pyrrole). Isolated yield 47.0%. Reaction SMILES: [N:1]([CH2:4][CH2:5][CH2:6][N:7]1[CH:11]=[CH:10][C:9]([C:12]2[CH:17]=[CH:16][C:15]([F:18])=[CH:14][CH:13]=2)=[C:8]1[C:19]1[CH:24]=[CH:23][N:22]=[CH:21][CH:20]=1)=[N+]=[N-]>[Pd].C(O)C>[NH2:1][CH2:4][CH2:5][CH2:6][N:7]1[CH:11]=[CH:10][C:9]([C:12]2[CH:13]=[CH:14][C:15]([F:18])=[CH:16][CH:17]=2)=[C:8]1[C:19]1[CH:24]=[CH:23][N:22]=[CH:21][CH:20]=1. Reported procedure: 20 mg of 10% palladium on carbon were added to a solution of 100 mg (0.31 mmol) of 1-(3-azidopropyl)-3-(4-fluoropenyl)-2-(pyridin-4-yl)-1H-pyrrole [prepared as described in Step 22(iv) above] in 2 ml of ethanol. The resulting mixture was stirred under a hydrogen atmosphere at room temperature for 1 hour, after which the reaction mixture was filtered and the filtrate was concentrated by evaporation under reduced pressure. The residual solid was washed with diethylether to give 43 mg (yield 47%) o...